Dataset: the Open Reaction Database (ORD), a public repository of structured organic reaction records. Task: describe an organic reaction: reactants, conditions, products, and yield Reactants: CCOC(=O)N=NC(=O)OCC, C1CCOC1, O=C1CCCc2c1ccc(O)c2CS(=O)(=O)c1ccccc1, c1ccc(P(c2ccccc2)c2ccccc2)cc1, CCC(O)Cn1ccnc1. Yields the product CCC(Cn1ccnc1)Oc1ccc2c(c1CS(=O)(=O)c1ccccc1)CCCC2=O. As a reaction SMILES: [O:1]=[C:2]([O:3][CH2:4][CH3:5])[N:6]=[N:7][C:8]([O:9][CH2:10][CH3:11])=[O:12].[O:64]1[CH2:65][CH2:66][CH2:67][CH2:68]1.[OH:13][c:14]1[c:15]([CH2:25][S:26](=[O:27])(=[O:28])[c:29]2[cH:30][cH:31][cH:32][cH:33][cH:34]2)[c:16]2[c:21]([cH:22][cH:23]1)[C:20](=[O:24])[CH2:19][CH2:18][CH2:17]2.[c:45]1([P:46]([c:47]2[cH:48][cH:49][cH:50][cH:51][cH:52]2)[c:53]2[cH:54][cH:55][cH:56][cH:57][cH:58]2)[cH:59][cH:60][cH:61][cH:62][cH:63]1.[n:35]1([CH2:40][CH:41]([CH2:42][CH3:43])[OH:44])[cH:36][n:37][cH:38][cH:39]1>>[O:13]([c:14]1[c:15]([CH2:25][S:26](=[O:27])(=[O:28])[c:29]2[cH:30][cH:31][cH:32][cH:33][cH:34]2)[c:16]2[c:21]([cH:22][cH:23]1)[C:20](=[O:24])[CH2:19][CH2:18][CH2:17]2)[CH:41]([CH2:40][n:35]1[cH:36][n:37][cH:38][cH:39]1)[CH2:42][CH3:43]. Starting materials: IC1=CC=C(N)C=C1 (4-iodoaniline), C#CC (propyne), bis-triphenylphosphine palladium dichloride, N1CCCCC1 (piperidine). The reagents and catalysts are [Cu]I (copper (I) iodide). The solvent is O (water). Run at time 2 hour. Yields the product C(#CC)C1=CC=C(C=C1)N (4-prop-1-ynylphenylamine). Reaction SMILES: I[C:2]1[CH:8]=[CH:7][C:5]([NH2:6])=[CH:4][CH:3]=1.N1CC[CH2:12][CH2:11][CH2:10]1.C#CC>[Cu]I.O>[C:10]([C:2]1[CH:8]=[CH:7][C:5]([NH2:6])=[CH:4][CH:3]=1)#[C:11][CH3:12]. Procedure: 5.47 g (25 mmol) of 4-iodoaniline, 0.878 g (1.25 mmol) of bis-triphenylphosphine palladium dichloride, 0.47 g (2.5 mmol) of copper (I) iodide, and 20 mL of piperidine are placed in a pressure apparatus. Then 6.1 bar gaseous propyne are piped into the pressure apparatus, while the temperature rises to 39° C. It is therefore cooled with water. The mixture is stirred for 2 hours at ambient temperature and the reaction mixture is then extracted with ethyl acetate and water. The organic phase is drie...